From a dataset of the Open Reaction Database (ORD), a public repository of structured organic reaction records. describe an organic reaction: reactants, conditions, products, and yield Starting materials: OCC=1C=2N(C=CC1)C=CN2 (8-hydroxymethylimidazo[1,2-a]pyridine), hydrochloride salt, SC=1NC2=C(N1)C=CC(=C2)C (2-mercapto-5-methylbenzimidazole). The product is O.N=1C=CN2C1C(=CC=C2)CSC2=NC1=C(N2)C=CC(=C1)C.N=1C=CN2C1C(=CC=C2)CSC2=NC1=C(N2)C=CC(=C1)C (2-[(imidazo[1,2-a]pyridin-8-ylmethyl)thio]-5-methyl-1H-benzimidazole hemihydrate). RXN SMILES: [OH:1][CH2:2][C:3]1[C:4]2[N:5]([CH:9]=[CH:10][N:11]=2)[CH:6]=[CH:7][CH:8]=1.[SH:12][C:13]1[NH:14][C:15]2[CH:21]=[C:20]([CH3:22])[CH:19]=[CH:18][C:16]=2[N:17]=1>>[OH2:1].[N:11]1[CH:10]=[CH:9][N:5]2[CH:6]=[CH:7][CH:8]=[C:3]([CH2:2][S:12][C:13]3[NH:17][C:16]4[CH:18]=[CH:19][C:20]([CH3:22])=[CH:21][C:15]=4[N:14]=3)[C:4]=12.[N:11]1[CH:10]=[CH:9][N:5]2[CH:6]=[CH:7][CH:8]=[C:3]([CH2:2][S:12][C:13]3[NH:17][C:16]4[CH:18]=[CH:19][C:20]([CH3:22])=[CH:21][C:15]=4[N:14]=3)[C:4]=12 |f:2.3.4|. Reported procedure: A mixture of 12.2 g (0.1 mole) of 3,4-diaminotoluene, 35 ml of carbon disulfide, and 4.0 g (0.1 mole) of sodium hydroxide was heated at reflux in 350 ml of ethanol. After 2.5 hours the mixture was concentrated in vacuo. The residue was suspended in 200 ml of 4% aqueous hydrochloric acid, collected by filtration, washed sequentially with water and diethyl ether, and air dried to yield 12.2 g of 2-mercapto-5-methylbenzimidazole, as confirmed by the nmr and infrared spectra. The title compound (796... Starting materials: N1C(CCCC2=C1C=CC=C2)=O (1,3,4,5-tetrahydro-2H-1-benzazepin-2-one), P12(=S)SP3(=S)SP(=S)(S1)SP(=S)(S2)S3 (phosphorus pentasulfide). The solvent is N1=CC=CC=C1 (pyridine). Reaction conditions: temperature 120 celsius. Product: N1C(CCCC2=C1C=CC=C2)=S (1,3,4,5-tetrahydro-2H-1-benzazepine-2-thione). As a reaction SMILES: [NH:1]1[C:7]2[CH:8]=[CH:9][CH:10]=[CH:11][C:6]=2[CH2:5][CH2:4][CH2:3][C:2]1=O.P12(SP3(SP(SP(S3)(S1)=S)(=S)S2)=S)=[S:14]>N1C=CC=CC=1>[NH:1]1[C:7]2[CH:8]=[CH:9][CH:10]=[CH:11][C:6]=2[CH2:5][CH2:4][CH2:3][C:2]1=[S:14]. Procedure: To a solution of Example 182A (12.435 g, 77 mmol) in pyridine (309 mL) under nitrogen was added phosphorus pentasulfide (34.3 g, 154 mmol), and the mixture was heated at 120° C. (reflux) for 2 hours. The solvent was decanted and water was added. The product was extracted with dichloromethane, pre-absorbed onto silica gel and purified by silica gel chromatography (Analogix IntelliFlash™ 280, SF10-150) eluting with 30% ethyl acetate/hexanes to obtain the title compound. 1H NMR (500 MHz, DMSO-d6) δ... Reactants: COC(=O)c1ccc(CN2CCC(N(C)C)C2)cc1, Cl. The product is CN(C)C1CCN(Cc2ccc(C(=O)O)cc2)C1. Reaction SMILES: [CH3:1][N:2]([CH:3]1[CH2:4][N:5]([CH2:8][c:9]2[cH:10][cH:11][c:12]([C:13](=[O:14])[O:15][CH3:16])[cH:17][cH:18]2)[CH2:6][CH2:7]1)[CH3:19].[ClH:20]>>[CH3:1][N:2]([CH:3]1[CH2:4][N:5]([CH2:8][c:9]2[cH:10][cH:11][c:12]([C:13](=[O:14])[OH:15])[cH:17][cH:18]2)[CH2:6][CH2:7]1)[CH3:19]. Reactants: FC1=C(C(=O)NC2=CC=C(C=C2)B2OC(C(O2)(C)C)(C)C)C(=CC=C1)F (2,6-difluoro-N-[4-(4,4,5,5-tetramethyl-[1,3,2]dioxaborolan-2-yl)-phenyl]-benzamide), COC(C1=CC(=C(C=C1)C)Br)=O (3-bromo-4-methyl-benzoic acid methyl ester), benzyl(chloro)bis(triphenylphosphine)palladium, C(=O)([O-])[O-].[K+].[K+] (K2CO3). Run in CN1C(CCC1)=O (1-methylpyrrolidinone). Run at temperature 120 celsius. Product: COC(=O)C=1C=C(C(=CC1)C)C1=CC=C(C=C1)NC(C1=C(C=CC=C1F)F)=O (4′-(2,6-difluro-benzoylamino)-6-methyl-biphenyl-3-carboxylic acid methyl ester). Yield: 75.0%. Reaction SMILES: [F:1][C:2]1[CH:25]=[CH:24][CH:23]=[C:22]([F:26])[C:3]=1[C:4]([NH:6][C:7]1[CH:12]=[CH:11][C:10](B2OC(C)(C)C(C)(C)O2)=[CH:9][CH:8]=1)=[O:5].[CH3:27][O:28][C:29](=[O:38])[C:30]1[CH:35]=[CH:34][C:33]([CH3:36])=[C:32](Br)[CH:31]=1.C([O-])([O-])=O.[K+].[K+]>CN1CCCC1=O>[CH3:27][O:28][C:29]([C:30]1[CH:31]=[C:32]([C:10]2[CH:9]=[CH:8][C:7]([NH:6][C:4](=[O:5])[C:3]3[C:22]([F:26])=[CH:23][CH:24]=[CH:25][C:2]=3[F:1])=[CH:12][CH:11]=2)[C:33]([CH3:36])=[CH:34][CH:35]=1)=[O:38] |f:2.3.4|. Procedure details: A suspension of 2,6-difluoro-N-[4-(4,4,5,5-tetramethyl-[1,3,2]dioxaborolan-2-yl)-phenyl]-benzamide (359 mg, 1 mmol), 3-bromo-4-methyl-benzoic acid methyl ester (228 mg, 1 mmol), benzyl(chloro)bis(triphenylphosphine)palladium (38 mg, 0.05 mmol) and K2CO3 (690 mg, 5 mmol) in 1-methylpyrrolidinone (NMP) (5 ml) was degassed with vacuum and heated at 120° C. for 10 hr. After cooling down to room temperature, ethyl acetate (EtOAc) (200 ml) was added and the mixture was washed with water (60 ml×3). The... Starting materials: N1=CC=CC=C1 (pyridine), C(C1=CC=CC=C1)(=O)Cl (benzoyl chloride), CN(C1=CC=CC=C1)CC1=CC=CC=C1 (methylbenzylaniline). Reagents/catalysts: [Cu] (copper). Solvent: C1(=CC=CC=C1)C (toluene). Conditions: time 5 hour. Product: CC1=CC(=C(C=C1)C1=CC=NC=C1)NCC1=CC=CC=C1 (4-(4'-methylbenzylaminophenyl)-pyridine). As a reaction SMILES: [N:1]1[CH:6]=[CH:5][CH:4]=[CH:3][CH:2]=1.[C:7](Cl)(=O)[C:8]1[CH:13]=[CH:12][CH:11]=[CH:10][CH:9]=1.C[N:17]([CH2:24][C:25]1[CH:30]=[CH:29][CH:28]=[CH:27][CH:26]=1)C1C=CC=CC=1>[Cu].C1(C)C=CC=CC=1>[CH3:7][C:8]1[CH:13]=[CH:12][C:11]([C:4]2[CH:5]=[CH:6][N:1]=[CH:2][CH:3]=2)=[C:10]([NH:17][CH2:24][C:25]2[CH:30]=[CH:29][CH:28]=[CH:27][CH:26]=2)[CH:9]=1. Procedure: 158 parts of pyridine and 155 parts of benzoyl chloride are heated with 4 parts of copper powder for an hour at 100° to 105° C. At 70° to 80° C there is then added 197 parts of methylbenzylaniline and heating is continued for another five hours at 100° to 105° C. When the reaction is over 800 parts of toluene is added at 70° to 80° C, and the precipitate is suction filtered and dissolved in 1,000 parts of 5% hydrochloric acid. The product is clarified with animal charcoal and reprecipitated in t... Starting materials: C1COCCO1, FC(F)Oc1ccc(-c2cnc(Cl)nc2)cc1, Cl, CCOC(=O)Cc1ccc(N)cc1. The product is CCOC(=O)Cc1ccc(Nc2ncc(-c3ccc(OC(F)F)cc3)cn2)cc1. As a reaction SMILES: [CH2:32]1[O:33][CH2:34][CH2:35][O:36][CH2:37]1.[Cl:14][c:15]1[n:16][cH:17][c:18](-[c:21]2[cH:22][cH:23][c:24]([O:27][CH:28]([F:29])[F:30])[cH:25][cH:26]2)[cH:19][n:20]1.[ClH:31].[NH2:1][c:2]1[cH:3][cH:4][c:5]([CH2:8][C:9](=[O:10])[O:11][CH2:12][CH3:13])[cH:6][cH:7]1>>[NH:1]([c:2]1[cH:3][cH:4][c:5]([CH2:8][C:9](=[O:10])[O:11][CH2:12][CH3:13])[cH:6][cH:7]1)[c:15]1[n:16][cH:17][c:18](-[c:21]2[cH:22][cH:23][c:24]([O:27][CH:28]([F:29])[F:30])[cH:25][cH:26]2)[cH:19][n:20]1.